From a dataset of the Open Reaction Database (ORD), a public repository of structured organic reaction records. describe an organic reaction: reactants, conditions, products, and yield Reactants: CC(=C)C(=O)OCCN(C)C (DMAEMA), C(C=C)(=O)N (acrylamide), C(C)(=O)O (acetic acid), CC(=C)C(=O)OCCN(C)C (DMAEMA), C(C=C)(=O)N (acrylamide). Run in O (water). Conditions: time 5 hour. The product is C(C=C)(=O)N.CC(=C)C(=O)OCCN(C)C (Acrylamide DMAEMA). RXN SMILES: C(O)(=O)C.[CH3:5][C:6]([C:8]([O:10][CH2:11][CH2:12][N:13]([CH3:15])[CH3:14])=[O:9])=[CH2:7].[C:16]([NH2:20])(=[O:19])[CH:17]=[CH2:18]>O>[C:16]([NH2:20])(=[O:19])[CH:17]=[CH2:18].[CH3:7][C:6]([C:8]([O:10][CH2:11][CH2:12][N:13]([CH3:15])[CH3:14])=[O:9])=[CH2:5] |f:4.5|. Procedure: To a solution of 40 grams of acetic acid in 350 grams of water is added 131 grams of DMAEMA followed by 119 grams of acrylamide. The pH is 7.7. The rest of the procedure is the same or that followed in Example A. After 5 hours g.l.c. analysis showed no DMAEMA present while 49.5% of the acrylamide was recovered which indicates that ≈99% of the DMAEMA had been quaternized. A small sample of the monomer solution was stored for 24 hours at 25° C. The NMR spectrum showed that 73% of the DMAEMA had be... The reactants are [BH4-], CCO, CC(C)(C)c1cc(C(=O)c2ccccc2)cc(C(C)(C)C)c1O, Cl, [Na+]. Yields the product CC(C)(C)c1cc(C(O)c2ccccc2)cc(C(C)(C)C)c1O. Reaction SMILES: [BH4-:1].[CH3:27][CH2:28][OH:29].[CH3:3][C:4]([CH3:5])([CH3:6])[c:7]1[cH:8][c:9]([C:18](=[O:19])[c:20]2[cH:21][cH:22][cH:23][cH:24][cH:25]2)[cH:10][c:11]([C:14]([CH3:15])([CH3:16])[CH3:17])[c:12]1[OH:13].[ClH:26].[Na+:2]>>[CH3:3][C:4]([CH3:5])([CH3:6])[c:7]1[cH:8][c:9]([CH:18]([OH:19])[c:20]2[cH:21][cH:22][cH:23][cH:24][cH:25]2)[cH:10][c:11]([C:14]([CH3:15])([CH3:16])[CH3:17])[c:12]1[OH:13]. Reactants: [Al+3], [Cl-], [Cl-], [Cl-], Cl, Fc1ccccc1, O=C(Cl)c1ccc([N+](=O)[O-])cc1, O, S=C=S. Product: O=C(c1ccc(F)cc1)c1ccc([N+](=O)[O-])cc1. As a reaction SMILES: [Al+3:2].[Cl-:1].[Cl-:3].[Cl-:4].[ClH:24].[F:17][c:18]1[cH:19][cH:20][cH:21][cH:22][cH:23]1.[N+:5](=[O:6])([O-:7])[c:8]1[cH:9][cH:10][c:11]([C:12](=[O:13])[Cl:14])[cH:15][cH:16]1.[OH2:28].[S:25]=[C:26]=[S:27]>>[N+:5](=[O:6])([O-:7])[c:8]1[cH:9][cH:10][c:11]([C:12](=[O:13])[c:21]2[cH:20][cH:19][c:18]([F:17])[cH:23][cH:22]2)[cH:15][cH:16]1. Reactants: Oc1cc(C(F)(F)F)c2ccccc2n1, O=P(Cl)(Cl)Cl. The product is FC(F)(F)c1cc(Cl)nc2ccccc12. As a reaction SMILES: [F:1][C:2]([c:3]1[cH:4][c:5]([OH:13])[n:6][c:7]2[cH:8][cH:9][cH:10][cH:11][c:12]12)([F:14])[F:15].[P:16]([Cl:17])([Cl:18])([Cl:19])=[O:20]>>[F:1][C:2]([c:3]1[cH:4][c:5]([Cl:18])[n:6][c:7]2[cH:8][cH:9][cH:10][cH:11][c:12]12)([F:14])[F:15]. Reactants: N1C(=S)NC(=O)C1 (2-thiohydantoin), C[O-].[Na+] (sodium methylate), Cl.ClCC1=NC=CC=C1 (2-chloromethylpyridine hydrochloride). Solvent: CO (methanol). The product is N1=C(C=CC=C1)CSC=1NCC(N1)=O (2-(2-pyridylmethylthio)imidazolin-4-one). Reaction SMILES: [NH:1]1[CH2:7][C:5](=[O:6])[NH:4][C:2]1=[S:3].C[O-].[Na+].Cl.Cl[CH2:13][C:14]1[CH:19]=[CH:18][CH:17]=[CH:16][N:15]=1>CO>[N:15]1[CH:16]=[CH:17][CH:18]=[CH:19][C:14]=1[CH2:13][S:3][C:2]1[NH:1][CH2:7][C:5](=[O:6])[N:4]=1 |f:1.2,3.4|. Procedure: Initially, 1 g of 2-thiohydantoin and 2.5 g of sodium methylate were dissolved in 50 mL of methanol (MeoH), and 1.5 g of 2-chloromethylpyridine hydrochloride was added to the solution. The reaction mixture was stirred under reflux for one and a half hour and concentrated in vacuo. To the residue, there was added 50 mL of chloroform (CHCl3), and the mixture was washed with 50 mL of water. Then, the CHCL3 layer was dried over magnesium sulfate (MgSO4) and concentrated in vacuo. The residue was pur... The reactants are CC[C@H](C)[C@@H](C(=O)N[C@@H](CCCCN)C(=O)N[C@@H](C(C)C)C(=O)N[C@@H](C)C(=O)N[C@@H](C(C)C)C(=O)N[C@@H](CO)C(=O)N[C@@H](C)C(=O)N[C@@H](CC(=O)O)C(=O)N[C@@H](CCCN=C(N)N)C(=O)O)NC(=O)[C@H](CO)NC(=O)[C@H](C)NC(=O)[C@H](C)N (A-208), CC=1C=C(C(=O)OC)C=CC1 (methyl 3-methylbenzoate), FC1=CC=C(C(=O)CC2=CC=NC=C2)C=C1 (4-fluorobenzoyl-4-pyridinyl methane), 1-methyl-3-(4′-pyrimidinylacetyl)benzene, CC1=NC=NC=C1 (4-methyl-pyrimidine). Yields the product CC=1C=C(C=CC1)C1=NNC=C1C1=NC=NC=C1 (4-[3-(3-methylphenyl)-1H-pyrazol-4-yl]pyrimidine). As a reaction SMILES: CC[C@@H]([C@H](NC([C@@H](NC([C@@H](NC([C@@H](N)C)=O)C)=O)CO)=O)C(N[C@H](C(N[C@H](C(N[C@H](C(N[C@H](C(N[C@H](C(N[C@H](C(N[C@H](C(N[C@H:56]([C:64](O)=O)[CH2:57][CH2:58][CH2:59][N:60]=[C:61]([NH2:63])N)=O)CC(O)=O)=O)C)=O)CO)=O)C(C)C)=O)C)=O)C(C)C)=O)CCCCN)=O)C.CC1C=[CH:89][N:88]=CN=1.[CH3:91][C:92]1[CH:93]=[C:94]([CH:99]=[CH:100][CH:101]=1)C(OC)=O.FC1C=CC(C(CC2C=C[N:113]=CC=2)=O)=CC=1>>[CH3:91][C:92]1[CH:93]=[C:94]([C:64]2[C:56]([C:57]3[CH:58]=[CH:59][N:60]=[CH:61][N:63]=3)=[CH:89][NH:88][N:113]=2)[CH:99]=[CH:100][CH:101]=1. Procedure: This compound was prepared by the same procedure as described for Example A-208 except that 1-methyl-3-(4′-pyrimidinylacetyl)benzene (prepared as set forth in Step 1 of Example A-19 from 4-methyl-pyrimidine and methyl 3-methylbenzoate) was used in place of 4-fluorobenzoyl-4-pyridinyl methane. Starting materials: CCC(C(=O)NO)C(C(=O)N1CCN(C(=O)OC(C)(C)C)CC1C(=O)NCC(C)C)c1ccc(Cl)cc1, Cc1ccccc1, ClCCl, O=C(O)C(F)(F)F. Yields the product O=C(O)C(F)(F)F, CCC(C(=O)NO)C(C(=O)N1CCNCC1C(=O)NCC(C)C)c1ccc(Cl)cc1. Reaction SMILES: [C:1]([O:2][C:3](=[O:4])[N:8]1[CH2:9][CH:10]([C:31]([NH:32][CH2:33][CH:34]([CH3:35])[CH3:36])=[O:37])[N:11]([C:14]([CH:15]([CH:16]([CH2:17][CH3:18])[C:19]([NH:20][OH:21])=[O:22])[c:23]2[cH:24][cH:25][c:26]([Cl:29])[cH:27][cH:28]2)=[O:30])[CH2:12][CH2:13]1)([CH3:5])([CH3:6])[CH3:7].[CH3:45][c:46]1[cH:47][cH:48][cH:49][cH:50][cH:51]1.[Cl:52][CH2:53][Cl:54].[F:38][C:39]([C:40](=[O:41])[OH:42])([F:43])[F:44]>>[F:38][C:39]([C:40](=[O:41])[OH:42])([F:43])[F:44].[NH:8]1[CH2:9][CH:10]([C:31]([NH:32][CH2:33][CH:34]([CH3:35])[CH3:36])=[O:37])[N:11]([C:14]([CH:15]([CH:16]([CH2:17][CH3:18])[C:19]([NH:20][OH:21])=[O:22])[c:23]2[cH:24][cH:25][c:26]([Cl:29])[cH:27][cH:28]2)=[O:30])[CH2:12][CH2:13]1. Starting materials: C1CCOC1, CCCCC(NC(=O)OC1C(=O)N(C(=O)OCc2ccccc2)CC1(C)C)C(O)C(=O)NC(C)c1ccccc1. Product: CCCCC(NC(=O)OC1C(=O)NCC1(C)C)C(O)C(=O)NC(C)c1ccccc1. Reaction SMILES: [O:41]1[CH2:42][CH2:43][CH2:44][CH2:45]1.[OH:1][CH:2]([C:3]([NH:4][CH:5]([CH3:6])[c:7]1[cH:8][cH:9][cH:10][cH:11][cH:12]1)=[O:13])[CH:14]([CH2:15][CH2:16][CH2:17][CH3:18])[NH:19][C:20](=[O:21])[O:22][CH:23]1[C:24](=[O:40])[N:25]([C:30]([O:31][CH2:32][c:33]2[cH:34][cH:35][cH:36][cH:37][cH:38]2)=[O:39])[CH2:26][C:27]1([CH3:28])[CH3:29]>>[OH:1][CH:2]([C:3]([NH:4][CH:5]([CH3:6])[c:7]1[cH:8][cH:9][cH:10][cH:11][cH:12]1)=[O:13])[CH:14]([CH2:15][CH2:16][CH2:17][CH3:18])[NH:19][C:20](=[O:21])[O:22][CH:23]1[C:24](=[O:40])[NH:25][CH2:26][C:27]1([CH3:28])[CH3:29]. Reactants: C(#N)[BH3-].[Na+] (sodium cyanoborohydride), 3A, CC1=NC2=CC3=C(C=C2C(N1COC(C(C)(C)C)=O)=O)C(CC3)=O (2-methyl-3-pivaloyloxymethyl-3,4,7,8-tetrahydro-6H-cyclopenta[g]quinazolin-4,6-dione), NC1=CC=C(C(=O)N[C@@H](CCC(=O)OCC)C(=O)OCC)C=C1 (diethyl p-aminobenzoyl-L-glutamate), O.C1(=CC=C(C=C1)S(=O)(=O)O)C (p-toluenesulphonic acid monohydrate). Solvent: COCCOC (1,2-dimethoxyethane), CO (methanol), C(C)(=O)O (acetic acid). Yields the product CC1=NC2=CC3=C(C=C2C(N1COC(C(C)(C)C)=O)=O)C(CC3)NC3=CC=C(C(=O)N[C@@H](CCC(=O)OCC)C(=O)OCC)C=C3 (diethyl N-{p-[N-((6RS)-2-methyl-4-oxo-3-pivaloyloxymethyl-3,4,7,8-tetrahydro-6H-cyclopenta[g]quinazolin-6-yl)amino]-benzoyl}-L-glutamate). The yield is 44.2%. RXN SMILES: [CH3:1][C:2]1[N:11]([CH2:12][O:13][C:14](=[O:19])[C:15]([CH3:18])([CH3:17])[CH3:16])[C:10](=[O:20])[C:9]2[C:4](=[CH:5][C:6]3[CH2:23][CH2:22][C:21](=O)[C:7]=3[CH:8]=2)[N:3]=1.[NH2:25][C:26]1[CH:47]=[CH:46][C:29]([C:30]([NH:32][C@H:33]([C:41]([O:43][CH2:44][CH3:45])=[O:42])[CH2:34][CH2:35][C:36]([O:38][CH2:39][CH3:40])=[O:37])=[O:31])=[CH:28][CH:27]=1.O.C1(C)C=CC(S(O)(=O)=O)=CC=1.C([BH3-])#N.[Na+]>CO.C(O)(=O)C.COCCOC>[CH3:1][C:2]1[N:11]([CH2:12][O:13][C:14](=[O:19])[C:15]([CH3:18])([CH3:16])[CH3:17])[C:10](=[O:20])[C:9]2[C:4](=[CH:5][C:6]3[CH2:23][CH2:22][CH:21]([NH:25][C:26]4[CH:27]=[CH:28][C:29]([C:30]([NH:32][C@H:33]([C:41]([O:43][CH2:44][CH3:45])=[O:42])[CH2:34][CH2:35][C:36]([O:38][CH2:39][CH3:40])=[O:37])=[O:31])=[CH:46][CH:47]=4)[C:7]=3[CH:8]=2)[N:3]=1 |f:2.3,4.5|. Procedure details: A reaction flask was charged with 2-methyl-3-pivaloyloxymethyl-3,4,7,8-tetrahydro-6H-cyclopenta[g]quinazolin-4,6-dione (3.332 g, 10.15 mmol), diethyl p-aminobenzoyl-L-glutamate (6.54 g, 20.3 mmol), prepared as described in the Journal of Medicinal Chemistry, 1985, 28, 1428, p-toluenesulphonic acid monohydrate (0.12 g, 0.6 mmol), and dry 1,2-dimethoxyethane (100 ml), and fitted with a pressure equalising dropping funnel containing activated 3A molecular sieve beads (4-8 mesh; 41 g). A reflux cond... The solvent is C=1(C(=CC=CC1)C)C (xylene). As a reaction SMILES: [CH3:1][O:2][C:3]1[CH:22]=[CH:21][CH:20]=[CH:19][C:4]=1[C:5]([NH:7][C:8]1[CH:18]=[CH:17][C:11]([C:12]([O:14]CC)=[O:13])=[CH:10][CH:9]=1)=O.[C:23](=O)([O:25]CC)[NH2:24].O=P12OP3(OP(OP(O3)(O1)=O)(=O)O2)=O>C1(C)C(C)=CC=CC=1>[C:12]([C:11]1[CH:17]=[C:18]2[C:8](=[CH:9][CH:10]=1)[N:7]=[C:5]([C:4]1[CH:19]=[CH:20][CH:21]=[CH:22][C:3]=1[O:2][CH3:1])[NH:24][C:23]2=[O:25])([OH:14])=[O:13]. Reaction conditions: time 2 hour. Yield: 70.7%. Reactants: C(N)(OCC)=O (ethyl carbamate), O=P12OP3(=O)OP(=O)(O1)OP(=O)(O2)O3 (P2O5), COC1=C(C(=O)NC2=CC=C(C(=O)OCC)C=C2)C=CC=C1 (Ethyl 4-(2'-methoxy-benzoylamino)-benzoate). Procedure: Ethyl 4-(2'-methoxy-benzoylamino)-benzoate (21 g), prepared according to Example 19 is reacted with ethyl carbamate (12 g) and P2O5 (70 g) in xylene (200 ml) for 6 hours at the reflux temperature. After cooling, the precipitate is filtered off, poured in ice-water and treated with NaOH to neutralization. The precipitate (23 g) is collected by filtering and is hydrolyzed by treatment with LiBr (10 moles/mole) in dimethylformamide (150 ml) at the reflux temperature for 2 hours. After cooling, acid... Product: C(=O)(O)C=1C=C2C(NC(=NC2=CC1)C1=C(C=CC=C1)OC)=O (6-carboxy-2-(2'-methoxy-phenyl)-3,4-dihydro-4-oxo-quinazoline).